From a dataset of the Open Reaction Database (ORD), a public repository of structured organic reaction records. describe an organic reaction: reactants, conditions, products, and yield The reactants are BrC=1C=C(N)C=C(C1)C(F)F (3-Bromo-5-(difluoromethyl)aniline), CS(=O)(=O)Cl (methanesulfonyl chloride), 15b. The product is BrC=1C=C(C=C(C1)C(F)F)NS(=O)(=O)C (N-(3-Bromo-5-(difluoromethyl)phenyl)methanesulfonamide). Yield: 104.6%. Reaction SMILES: [Br:1][C:2]1[CH:3]=[C:4]([CH:6]=[C:7]([CH:9]([F:11])[F:10])[CH:8]=1)[NH2:5].[CH3:12][S:13](Cl)(=[O:15])=[O:14]>>[Br:1][C:2]1[CH:3]=[C:4]([NH:5][S:13]([CH3:12])(=[O:15])=[O:14])[CH:6]=[C:7]([CH:9]([F:10])[F:11])[CH:8]=1. Procedure: 3-Bromo-5-(difluoromethyl)aniline (876 mg, 3.95 mmol) was treated with methanesulfonyl chloride (458 μl, 5.92 mmol) according to the method described in Preparation 15b to give 1.24 g (100% yield) of the title compound. Purity 95%. The reactants are O=C([O-])[O-], CC(=O)OCCCCBr, CN(C)C=O, Cl, [K+], [K+], O=Cc1cc(O)cc(O)c1. The product is CC(=O)OCCCCOc1cc(O)cc(C=O)c1. As a reaction SMILES: [C:11](=[O:12])([O-:13])[O-:14].[C:17]([CH3:18])(=[O:19])[O:20][CH2:21][CH2:22][CH2:23][CH2:24][Br:25].[CH3:27][N:28]([CH3:29])[CH:30]=[O:31].[ClH:26].[K+:15].[K+:16].[OH:1][c:2]1[cH:3][c:4]([CH:5]=[O:6])[cH:7][c:8]([OH:10])[cH:9]1>>[O:1]([c:2]1[cH:3][c:4]([CH:5]=[O:6])[cH:7][c:8]([OH:10])[cH:9]1)[CH2:24][CH2:23][CH2:22][CH2:21][O:20][C:17]([CH3:18])=[O:19]. Reactants: BrCCOC1CCCCO1, O=C([O-])[O-], CN(C)C=O, O=Cc1c(F)ccc(O)c1F, [K+], [K+], O. The product is O=Cc1c(F)ccc(OCCOC2CCCCO2)c1F. RXN SMILES: [Br:12][CH2:13][CH2:14][O:15][CH:16]1[O:17][CH2:18][CH2:19][CH2:20][CH2:21]1.[C:22](=[O:23])([O-:24])[O-:25].[CH3:29][N:30]([CH3:31])[CH:32]=[O:33].[F:1][c:2]1[c:3]([CH:4]=[O:5])[c:6]([F:11])[cH:7][cH:8][c:9]1[OH:10].[K+:26].[K+:27].[OH2:28]>>[F:1][c:2]1[c:3]([CH:4]=[O:5])[c:6]([F:11])[cH:7][cH:8][c:9]1[O:10][CH2:13][CH2:14][O:15][CH:16]1[O:17][CH2:18][CH2:19][CH2:20][CH2:21]1. Reactants: CCN(Cc1cc(C(F)(F)F)ccc1-c1cc(C(C)C(=O)OC)cc(C(F)(F)F)c1)C(=O)NCc1ccccc1, Cl, [Li+], [OH-], O, OO. The product is CCN(Cc1cc(C(F)(F)F)ccc1-c1cc(C(C)C(=O)O)cc(C(F)(F)F)c1)C(=O)NCc1ccccc1. As a reaction SMILES: [CH3:1][O:2][C:3]([CH:4]([CH3:5])[c:6]1[cH:7][c:8](-[c:16]2[c:17]([CH2:26][N:27]([C:28](=[O:29])[NH:30][CH2:31][c:32]3[cH:33][cH:34][cH:35][cH:36][cH:37]3)[CH2:38][CH3:39])[cH:18][c:19]([C:22]([F:23])([F:24])[F:25])[cH:20][cH:21]2)[cH:9][c:10]([C:12]([F:13])([F:14])[F:15])[cH:11]1)=[O:40].[ClH:45].[Li+:41].[OH-:42].[OH2:46].[OH:43][OH:44]>>[O:2]=[C:3]([CH:4]([CH3:5])[c:6]1[cH:7][c:8](-[c:16]2[c:17]([CH2:26][N:27]([C:28](=[O:29])[NH:30][CH2:31][c:32]3[cH:33][cH:34][cH:35][cH:36][cH:37]3)[CH2:38][CH3:39])[cH:18][c:19]([C:22]([F:23])([F:24])[F:25])[cH:20][cH:21]2)[cH:9][c:10]([C:12]([F:13])([F:14])[F:15])[cH:11]1)[OH:40]. The reactants are C(C)(=O)N1CCC(CC1)C(=O)N1C[C@H]([C@@H](CC1)NC)C1=CC(=C(C=C1)Cl)Cl ((3R,4R)-1-[(1-acetylpiperidin-4-yl)carbonyl]-3-(3,4-dichlorophenyl)-N-methylpiperidin-4-amine), FC1=C(C=C(C(=O)O)C=C1)C(F)(F)F (4-fluoro-3-trifluoromethylbenzoic acid). Yields the product C(C)(=O)N1CCC(CC1)C(=O)N1C[C@H]([C@@H](CC1)N(C(C1=CC(=C(C=C1)F)C(F)(F)F)=O)C)C1=CC(=C(C=C1)Cl)Cl (N-[(3R,4R)-1-[(1-acetylpiperidin-4-yl)carbonyl]-3-(3,4-dichlorophenyl)piperidin-4-yl]-4-fluoro-N-methyl-3-(trifluoromethyl)benzamide). As a reaction SMILES: [C:1]([N:4]1[CH2:9][CH2:8][CH:7]([C:10]([N:12]2[CH2:17][CH2:16][C@@H:15]([NH:18][CH3:19])[C@H:14]([C:20]3[CH:25]=[CH:24][C:23]([Cl:26])=[C:22]([Cl:27])[CH:21]=3)[CH2:13]2)=[O:11])[CH2:6][CH2:5]1)(=[O:3])[CH3:2].[F:28][C:29]1[CH:37]=[CH:36][C:32]([C:33]([OH:35])=O)=[CH:31][C:30]=1[C:38]([F:41])([F:40])[F:39]>>[C:1]([N:4]1[CH2:5][CH2:6][CH:7]([C:10]([N:12]2[CH2:17][CH2:16][C@@H:15]([N:18]([CH3:19])[C:33](=[O:35])[C:32]3[CH:36]=[CH:37][C:29]([F:28])=[C:30]([C:38]([F:41])([F:40])[F:39])[CH:31]=3)[C@H:14]([C:20]3[CH:25]=[CH:24][C:23]([Cl:26])=[C:22]([Cl:27])[CH:21]=3)[CH2:13]2)=[O:11])[CH2:8][CH2:9]1)(=[O:3])[CH3:2]. Reported procedure: Using the compound obtained in Example 78 and 4-fluoro-3-trifluoromethylbenzoic acid, and by the reaction and purification in the same manner as in Example 3, the title compound was obtained. Reactants: CC(C)C[Al]CC(C)C, CCCCCC, Cc1ccc(C#C[Si](C)(C)C)s1, COc1ccc(I)cc1, [Cl-], [Cl-], C1CCOC1, O, [Zn+2], c1ccc(P(c2ccccc2)(c2ccccc2)[Pd](P(c2ccccc2)(c2ccccc2)c2ccccc2)(P(c2ccccc2)(c2ccccc2)c2ccccc2)P(c2ccccc2)(c2ccccc2)c2ccccc2)cc1. The product is COc1ccc(C(=Cc2ccc(C)s2)[Si](C)(C)C)cc1. Reaction SMILES: [CH2:19]([Al:20][CH2:21][CH:22]([CH3:23])[CH3:24])[CH:25]([CH3:26])[CH3:27].[CH3:13][CH2:14][CH2:15][CH2:16][CH2:17][CH3:18].[CH3:1][c:2]1[cH:3][cH:4][c:5]([C:7]#[C:8][Si:9]([CH3:10])([CH3:11])[CH3:12])[s:6]1.[CH3:28][O:29][c:30]1[cH:31][cH:32][c:33]([I:36])[cH:34][cH:35]1.[Cl-:114].[Cl-:116].[O:118]1[CH2:119][CH2:120][CH2:121][CH2:122]1.[OH2:117].[Zn+2:115].[cH:37]1[cH:38][cH:39][c:40]([P:41]([Pd:42]([P:43]([c:44]2[cH:45][cH:46][cH:47][cH:48][cH:49]2)([c:50]2[cH:51][cH:52][cH:53][cH:54][cH:55]2)[c:56]2[cH:57][cH:58][cH:59][cH:60][cH:61]2)([P:62]([c:63]2[cH:64][cH:65][cH:66][cH:67][cH:68]2)([c:69]2[cH:70][cH:71][cH:72][cH:73][cH:74]2)[c:75]2[cH:76][cH:77][cH:78][cH:79][cH:80]2)[P:81]([c:82]2[cH:83][cH:84][cH:85][cH:86][cH:87]2)([c:88]2[cH:89][cH:90][cH:91][cH:92][cH:93]2)[c:94]2[cH:95][cH:96][cH:97][cH:98][cH:99]2)([c:100]2[cH:101][cH:102][cH:103][cH:104][cH:105]2)[c:106]2[cH:107][cH:108][cH:109][cH:110][cH:111]2)[cH:112][cH:113]1>>[CH3:1][c:2]1[cH:3][cH:4][c:5]([CH:7]=[C:8]([Si:9]([CH3:10])([CH3:11])[CH3:12])[c:33]2[cH:32][cH:31][c:30]([O:29][CH3:28])[cH:35][cH:34]2)[s:6]1.